This data is from the Open Reaction Database (ORD), a public repository of structured organic reaction records. The task is: describe an organic reaction: reactants, conditions, products, and yield The reactants are C(C)N(CC)S(F)(F)F (diethylaminosulfur trifluoride), N(=[N+]=[N-])C[C@H]1CN(C[C@@H]1O)CC1=CC=CC=C1 ((3R,4R)-3-Azidomethyl-1-benzyl-4-hydroxypyrrolidine), C(O)([O-])=O.[Na+] (sodium hydrogen carbonate). The solvent is ClCCl (dichloromethane), ClCCl (dichloromethane). Run at time 2 hour. Yields the product N(=[N+]=[N-])C[C@H]1CN(C[C@@H]1F)CC1=CC=CC=C1 ((3R,4R)-3-azidomethyl-1-benzyl-4-fluoropyrrolidine). RXN SMILES: [N:1]([CH2:4][C@@H:5]1[C@@H:9](O)[CH2:8][N:7]([CH2:11][C:12]2[CH:17]=[CH:16][CH:15]=[CH:14][CH:13]=2)[CH2:6]1)=[N+:2]=[N-:3].C(N(S(F)(F)[F:24])CC)C.C(=O)([O-])O.[Na+]>ClCCl>[N:1]([CH2:4][C@@H:5]1[C@@H:9]([F:24])[CH2:8][N:7]([CH2:11][C:12]2[CH:17]=[CH:16][CH:15]=[CH:14][CH:13]=2)[CH2:6]1)=[N+:2]=[N-:3] |f:2.3|. Procedure: (3R,4R)-3-Azidomethyl-1-benzyl-4-hydroxypyrrolidine (566 mg) was dissolved in dichloromethane (9 mL). While this solution was cooled on an ice bath, diethylaminosulfur trifluoride (0.39 mL) was added dropwise and the mixture was stirred at room temperature for 2 hours. While the reaction vessel was cooled on an ice bath, a saturated aqueous solution of sodium hydrogen carbonate (9 mL) was added, and the mixture was diluted with dichloromethane (15 mL). The dichloromethane layer was collected and... Starting materials: oil, CN1C=C(C2=CC=CC=C12)CCCO (3-(1-methyl-3-indolyl)-1-propanol), CS(=O)(=O)Cl (methanesulfonyl chloride). Product: CS(=O)(=O)OCCCC1=CN(C2=CC=CC=C12)C (3-(1-methyl-3-indolyl)-1-propyl methanesulfonate). Reaction SMILES: [CH3:1][N:2]1[C:10]2[C:5](=[CH:6][CH:7]=[CH:8][CH:9]=2)[C:4]([CH2:11][CH2:12][CH2:13][OH:14])=[CH:3]1.[CH3:15][S:16](Cl)(=[O:18])=[O:17]>>[CH3:15][S:16]([O:14][CH2:13][CH2:12][CH2:11][C:4]1[C:5]2[C:10](=[CH:9][CH:8]=[CH:7][CH:6]=2)[N:2]([CH3:1])[CH:3]=1)(=[O:18])=[O:17]. Reported procedure: 3-(1-methyl-3-indolyl)-1-propyl methanesulfonate was prepared by following the general procedure of Example 43 for mesylation as a colorless oil (291 mg, 84%) from 3-(1-methyl-3-indolyl)-1-propanol (245 mg, 1.30 mmol) and methanesulfonyl chloride (223 mg, 1.94 mmol). 1H NMR (CDCl3, 300 MHz) δ2.15 (qu, 2H, J=7.0 Hz), 2.90 (t, 2H, J=7.0 Hz), 2.99 (s, 3H), 3.76 (s, 3H), 4.27 (t, 2H, J=6.2 Hz), 6.88 (s, 1H), 7.11 (dt, 1H, J=1.1, 6.9 Hz), 7.23 (dt, 1H, J=1.1, 7.0 Hz), 7.29 (d, 1H, J=8.5 Hz), 7.57 (d,... Starting materials: C(C)O[C@@H](CC(=O)OC)C1=CC=C(C=C1)O (Methyl (3S)-3-ethoxy-3-(4-hydroxyphenyl)propionate), COC1=C2CCC(C2=CC=C1)O (4-methoxy-1-indanol), C1(=CC=CC=C1)P(C1=CC=CC=C1)C1=CC=CC=C1 (triphenylphosphine), C1(=CC=CC=C1)C.N(=NC(=O)OCC)C(=O)OCC (diethyl azodicarboxylate toluene). The solvent is O1CCCC1 (tetrahydrofuran). Reaction conditions: temperature 50 celsius, time 4 hour. Yields the product C(C)O[C@@H](CC(=O)OC)C1=CC=C(C=C1)OC1CCC2=C(C=CC=C12)OC (Methyl (3S)-3-ethoxy-3-{4-[(4-methoxy-2,3-dihydro-1H-inden-1-yl)oxy]phenyl}-propionate). The yield is 53.0%. As a reaction SMILES: [CH2:1]([O:3][C@H:4]([C:10]1[CH:15]=[CH:14][C:13]([OH:16])=[CH:12][CH:11]=1)[CH2:5][C:6]([O:8][CH3:9])=[O:7])[CH3:2].[CH3:17][O:18][C:19]1[CH:27]=[CH:26][CH:25]=[C:24]2[C:20]=1[CH2:21][CH2:22][CH:23]2O.C1(P(C2C=CC=CC=2)C2C=CC=CC=2)C=CC=CC=1.C1(C)C=CC=CC=1.N(C(OCC)=O)=NC(OCC)=O>O1CCCC1>[CH2:1]([O:3][C@H:4]([C:10]1[CH:15]=[CH:14][C:13]([O:16][CH:23]2[C:24]3[C:20](=[C:19]([O:18][CH3:17])[CH:27]=[CH:26][CH:25]=3)[CH2:21][CH2:22]2)=[CH:12][CH:11]=1)[CH2:5][C:6]([O:8][CH3:9])=[O:7])[CH3:2] |f:3.4|. Reported procedure: Methyl (3S)-3-ethoxy-3-(4-hydroxyphenyl)propionate (100 mg, 0.446 mmol) produced in Example 41 (41C) and 4-methoxy-1-indanol (110 mg, 0.669 mmol) were dissolved in tetrahydrofuran (10 mL), and triphenylphosphine (178 mg, 0.680 mmol) and a 40% diethyl azodicarboxylate toluene solution (309 μL, 0.680 mmol) were added thereto at room temperature, and then, the resulting mixture was stirred under a nitrogen atmosphere at 50° C. for 4 hours. After the reaction solution was cooled to room temperature,... Starting materials: ClCc1nnc(-c2ccc(OCCCN3CCCCC3)cc2)o1, Cl, [H-], [Na+], Sc1ccccc1-c1ccccc1. Yields the product c1ccc(-c2ccccc2SCc2nnc(-c3ccc(OCCCN4CCCCC4)cc3)o2)cc1. As a reaction SMILES: [Cl:14][CH2:15][c:16]1[n:17][n:18][c:19](-[c:21]2[cH:22][cH:23][c:24]([O:25][CH2:26][CH2:27][CH2:28][N:29]3[CH2:30][CH2:31][CH2:32][CH2:33][CH2:34]3)[cH:35][cH:36]2)[o:20]1.[ClH:39].[H-:37].[Na+:38].[c:1]1(-[c:8]2[cH:9][cH:10][cH:11][cH:12][cH:13]2)[c:2]([SH:7])[cH:3][cH:4][cH:5][cH:6]1>>[c:1]1(-[c:8]2[cH:9][cH:10][cH:11][cH:12][cH:13]2)[c:2]([S:7][CH2:15][c:16]2[n:17][n:18][c:19](-[c:21]3[cH:22][cH:23][c:24]([O:25][CH2:26][CH2:27][CH2:28][N:29]4[CH2:30][CH2:31][CH2:32][CH2:33][CH2:34]4)[cH:35][cH:36]3)[o:20]2)[cH:3][cH:4][cH:5][cH:6]1. Reactants: Oxazolidinone Amine, oxazolidinone amine, 16a, N1=CC=CC=C1 (pyridine), C(C)(=O)OC(C)=O (acetic anhydride). Run in C(Cl)Cl (DCM). Run at time 2 hour. Product: C(C)(=O)N.O1C(NCC1)=O (oxazolidinone acetamide). Reaction SMILES: [N:1]1C=CC=[CH:3][CH:2]=1.[C:7]([O:10][C:11](=[O:13])C)(=[O:9])[CH3:8]>C(Cl)Cl>[C:2]([NH2:1])(=[O:9])[CH3:3].[O:10]1[CH2:7][CH2:8][NH:1][C:11]1=[O:13] |f:3.4|. Reported procedure: Acetylation of Oxazolidinone Amine. To the crude oxazolidinone amine residue 16a in DCM at room temperature was added pyridine (30 equivalents) and acetic anhydride (20 equivalents). The solution was stirred for 2 hrs and concentrated in vacuo, The oxazolidinone acetamide residue was purified by HPLC to provide pure oxazolidinone acetamide. Starting materials: CC(OCc1ccccc1)C1CO1, [Mg+]Cc1ccccc1, CCOC(C)=O, [Cl-], [Cl-], [Cl-], Cl[Cu]Cl, [Li+], [NH4+], C1CCOC1. The product is CC(OCc1ccccc1)C(O)CCc1ccccc1. RXN SMILES: [CH2:12]([c:13]1[cH:14][cH:15][cH:16][cH:17][cH:18]1)[O:19][CH:20]([CH:21]1[CH2:22][O:23]1)[CH3:24].[CH2:2]([c:3]1[cH:4][cH:5][cH:6][cH:7][cH:8]1)[Mg+:9].[CH3:32][CH2:33][O:34][C:35](=[O:36])[CH3:37].[Cl-:11].[Cl-:1].[Cl-:25].[Cl:38][Cu:39][Cl:40].[Li+:10].[NH4+:26].[O:27]1[CH2:28][CH2:29][CH2:30][CH2:31]1>>[CH2:2]([c:3]1[cH:4][cH:5][cH:6][cH:7][cH:8]1)[CH2:22][CH:21]([CH:20]([O:19][CH2:12][c:13]1[cH:14][cH:15][cH:16][cH:17][cH:18]1)[CH3:24])[OH:23]. The reactants are Cc1noc(N)c1Br, O=S(=O)(Cl)c1cccc2cccnc12. Yields the product Cc1noc(NS(=O)(=O)c2cccc3cccnc23)c1Br. As a reaction SMILES: [NH2:1][c:2]1[c:3]([Br:8])[c:4]([CH3:7])[n:5][o:6]1.[n:9]1[cH:10][cH:11][cH:12][c:13]2[cH:14][cH:15][cH:16][c:17]([S:19](=[O:20])(=[O:21])[Cl:22])[c:18]12>>[NH:1]([c:2]1[c:3]([Br:8])[c:4]([CH3:7])[n:5][o:6]1)[S:19]([c:17]1[cH:16][cH:15][cH:14][c:13]2[cH:12][cH:11][cH:10][n:9][c:18]21)(=[O:20])=[O:21]. Starting materials: O=C1OC(=O)C2=C1CCCC2, CC(=O)O, Nc1cc2c(cc1F)OCC(=O)N2Cc1ccccn1. Product: O=C1COc2cc(F)c(N3C(=O)C4=C(CCCC4)C3=O)cc2N1Cc1ccccn1. RXN SMILES: [C:21]1(=[O:31])[C:22]2=[C:23]([C:24](=[O:25])[O:26]1)[CH2:27][CH2:28][CH2:29][CH2:30]2.[CH3:32][C:33](=[O:34])[OH:35].[NH2:1][c:2]1[c:3]([F:20])[cH:4][c:5]2[c:6]([cH:19]1)[N:7]([CH2:12][c:13]1[n:14][cH:15][cH:16][cH:17][cH:18]1)[C:8](=[O:11])[CH2:9][O:10]2>>[N:1]1([c:2]2[c:3]([F:20])[cH:4][c:5]3[c:6]([cH:19]2)[N:7]([CH2:12][c:13]2[n:14][cH:15][cH:16][cH:17][cH:18]2)[C:8](=[O:11])[CH2:9][O:10]3)[C:21](=[O:26])[C:22]2=[C:23]([C:24]1=[O:25])[CH2:27][CH2:28][CH2:29][CH2:30]2.